Dataset: the Open Reaction Database (ORD), a public repository of structured organic reaction records. Task: describe an organic reaction: reactants, conditions, products, and yield Reactants: O1CCCC1 (tetrahydrofuran), C1C(CC2=CC=CC=C12)=O (2-indanone), C(CC)N (propyl amine), C(C)(=O)O[BH-](OC(C)=O)OC(C)=O.[Na+] (sodium triacetoxy borohydride). Run in C(C)(=O)O (acetic acid). Yields the product C1C(CC2=CC=CC=C12)NCCC (Indan-2-yl-propyl-amine). The yield is 67.6%. As a reaction SMILES: O1CCCC1.[CH2:6]1[C:14]2[C:9](=[CH:10][CH:11]=[CH:12][CH:13]=2)[CH2:8][C:7]1=O.[CH2:16]([NH2:19])[CH2:17][CH3:18].C(O[BH-](OC(=O)C)OC(=O)C)(=O)C.[Na+]>C(O)(=O)C>[CH2:6]1[C:14]2[C:9](=[CH:10][CH:11]=[CH:12][CH:13]=2)[CH2:8][CH:7]1[NH:19][CH2:16][CH2:17][CH3:18] |f:3.4|. Procedure: A tetrahydrofuran (150 mL) solution of 2-indanone (11.0 g, 92 mmol), propyl amine (12 mL, 146 mmol), sodium triacetoxy borohydride (35.0 g, 165 mmol), and acetic acid (5 mL) was stirred at ambient temperature for 1 hour. The solution was then heated at reflux temperature for 2 hours. After cooling, the solvent was evaporated and the residue taken up in concentrated hydrochloric acid (40 mL). The acidic solution was washed with diethyl ether and then basified (10M sodium hydroxide). Extraction of... Starting materials: CCOC(N)=O, [Na+], [Na+], O=S(=O)([O-])[O-], CCOC(=O)C1CCCC1=O, Cc1ccc(S(=O)(=O)O)cc1, c1ccccc1. The product is CCOC(=O)NC1=C(C(=O)OCC)CCC1. As a reaction SMILES: [CH3:12][CH2:13][O:14][C:15]([NH2:16])=[O:17].[Na+:29].[Na+:30].[O-:31][S:32](=[O:33])(=[O:34])[O-:35].[O:1]=[C:2]1[CH:3]([C:7](=[O:8])[O:9][CH2:10][CH3:11])[CH2:4][CH2:5][CH2:6]1.[c:18]1([CH3:19])[cH:20][cH:21][c:22]([S:23]([OH:24])(=[O:25])=[O:26])[cH:27][cH:28]1.[cH:36]1[cH:37][cH:38][cH:39][cH:40][cH:41]1>>[C:2]1([NH:16][C:15]([O:14][CH2:13][CH3:12])=[O:17])=[C:3]([C:7](=[O:8])[O:9][CH2:10][CH3:11])[CH2:4][CH2:5][CH2:6]1.